This data is from the Open Reaction Database (ORD), a public repository of structured organic reaction records. The task is: describe an organic reaction: reactants, conditions, products, and yield The reactants are [N+](=O)(O)[O-] (nitric acid), FC=1C=C(C=NC1)O (5-fluoropyridin-3-ol), ice. Solvent: S(O)(O)(=O)=O (sulphuric acid). Conditions: time 8 hour. Yields the product FC=1C=C(C(=NC1)[N+](=O)[O-])O (5-Fluoro-2-nitropyridin-3-ol). RXN SMILES: [F:1][C:2]1[CH:3]=[C:4]([OH:8])[CH:5]=[N:6][CH:7]=1.[N+:9]([O-])([OH:11])=[O:10]>S(=O)(=O)(O)O>[F:1][C:2]1[CH:3]=[C:4]([OH:8])[C:5]([N+:9]([O-:11])=[O:10])=[N:6][CH:7]=1. Procedure details: With ice cooling, 5 g of 5-fluoropyridin-3-ol (44 mmol, 1 equivalent) were dissolved in 43 ml of concentrated sulphuric acid, and 2.8 ml of concentrated nitric acid were added at 0° C. over a period of 5 min. The reaction was warmed to RT and stirred overnight. The mixture was added to 100 g of ice and stirred for 30 min. The solid formed was filtered off and dried under reduced pressure. This gave 5.6 g (81% of theory) of the title compound which was used without further purification for the ne...